This data is from the Open Reaction Database (ORD), a public repository of structured organic reaction records. The task is: describe an organic reaction: reactants, conditions, products, and yield Reactants: N1=CC=CC=C1 (pyridine), NC1(C(NC1)=O)NC(COC1=CC=CC=C1)=O ((3RS)-3-Amino-3-phenoxyacetamido-azetidin-2-one), C(C)(=O)OC=O (formic-acetic anhydride). The solvent is ClCCl (dichloromethane). Run at time 15 minute. The product is C(=O)NC1(C(NC1)=O)NC(COC1=CC=CC=C1)=O ((3RS)-3-Formamido-3-phenoxyacetamido-azetidin-2-one). Yield: 71.8%. Reaction SMILES: [NH2:1][C:2]1([NH:7][C:8](=[O:17])[CH2:9][O:10][C:11]2[CH:16]=[CH:15][CH:14]=[CH:13][CH:12]=2)[CH2:5][NH:4][C:3]1=[O:6].N1C=CC=CC=1.[C:24](OC=O)(=[O:26])C>ClCCl>[CH:24]([NH:1][C:2]1([NH:7][C:8](=[O:17])[CH2:9][O:10][C:11]2[CH:12]=[CH:13][CH:14]=[CH:15][CH:16]=2)[CH2:5][NH:4][C:3]1=[O:6])=[O:26]. Procedure details: The amine (27) (66 mg) in dry dichloromethane (5 ml) was cooled to 0° and treated with pyridine (49 mg) followed by formic-acetic anhydride (27 mg). The mixture was stirred at 0° for 15 minutes then allowed to warm to room temperature over 15 minutes, and evaporated to dryness. The residue was chromatographed on silica gel to give the product (28) (53 mg). Reactants: CC(C)(C)OC(=O)NC1(C#N)CC1, CC[O-], CCO, [Cl-], N, [NH4+], [Na+]. Yields the product CC(C)(C)OC(=O)NC1(C(=N)N)CC1, Cl. Reaction SMILES: [C:1]([CH3:2])([CH3:3])([CH3:4])[O:5][C:6]([NH:7][C:8]1([C:11]#[N:12])[CH2:9][CH2:10]1)=[O:13].[CH3:14][CH2:15][O-:16].[CH3:21][CH2:22][OH:23].[Cl-:18].[NH3:20].[NH4+:19].[Na+:17]>>[C:1]([CH3:2])([CH3:3])([CH3:4])[O:5][C:6]([NH:7][C:8]1([C:11]([NH2:12])=[NH:19])[CH2:9][CH2:10]1)=[O:13].[ClH:18]. Starting materials: ClC1=C(C(=CC(=N1)NC(=O)C1(CC1)C=1C=CC2=C(CCO2)C1)C)C (N-(6-chloro-4,5-dimethylpyridin-2-yl)-1-(2,3-dihydrobenzofuran-5-yl)cyclopropanecarboxamide), COC1=NC=CC=C1B(O)O (2-methoxypyridin-3-ylboronic acid), C(=O)([O-])[O-].[Na+].[Na+] (Na2CO3). The reagents and catalysts are C=1C=CC(=CC1)[P](C=2C=CC=CC2)(C=3C=CC=CC3)[Pd]([P](C=4C=CC=CC4)(C=5C=CC=CC5)C=6C=CC=CC6)([P](C=7C=CC=CC7)(C=8C=CC=CC8)C=9C=CC=CC9)[P](C=1C=CC=CC1)(C=1C=CC=CC1)C=1C=CC=CC1 (tetrakis(triphenylphosphine)palladium). The solvent is C(C)(=O)OCC (ethyl acetate), COCCOC (1,2-dimethoxyethane). Conditions: temperature 80 celsius. Product: O1CCC2=C1C=CC(=C2)C2(CC2)C(=O)NC2=CC(=C(C(=N2)C=2C(=NC=CC2)OC)C)C (1-(2,3-dihydrobenzofuran-5-yl)-N-(2′-methoxy-3,4-dimethyl-2,3′-bipyridin-6-yl)cyclopropanecarboxamide). Isolated yield 93.0%. RXN SMILES: Cl[C:2]1[N:7]=[C:6]([NH:8][C:9]([C:11]2([C:14]3[CH:15]=[CH:16][C:17]4[O:21][CH2:20][CH2:19][C:18]=4[CH:22]=3)[CH2:13][CH2:12]2)=[O:10])[CH:5]=[C:4]([CH3:23])[C:3]=1[CH3:24].[CH3:25][O:26][C:27]1[C:32](B(O)O)=[CH:31][CH:30]=[CH:29][N:28]=1.C([O-])([O-])=O.[Na+].[Na+]>COCCOC.C(OCC)(=O)C.C1C=CC([P]([Pd]([P](C2C=CC=CC=2)(C2C=CC=CC=2)C2C=CC=CC=2)([P](C2C=CC=CC=2)(C2C=CC=CC=2)C2C=CC=CC=2)[P](C2C=CC=CC=2)(C2C=CC=CC=2)C2C=CC=CC=2)(C2C=CC=CC=2)C2C=CC=CC=2)=CC=1>[O:21]1[C:17]2[CH:16]=[CH:15][C:14]([C:11]3([C:9]([NH:8][C:6]4[N:7]=[C:2]([C:32]5[C:27]([O:26][CH3:25])=[N:28][CH:29]=[CH:30][CH:31]=5)[C:3]([CH3:24])=[C:4]([CH3:23])[CH:5]=4)=[O:10])[CH2:13][CH2:12]3)=[CH:22][C:18]=2[CH2:19][CH2:20]1 |f:2.3.4,^1:57,59,78,97|. Reported procedure: To N-(6-chloro-4,5-dimethylpyridin-2-yl)-1-(2,3-dihydrobenzofuran-5-yl)cyclopropanecarboxamide (100 mg, 0.29 mmol), 2-methoxypyridin-3-ylboronic acid (67 mg, 0.44 mmol) and tetrakis(triphenylphosphine)palladium (0) (34 mg, 0.029 mmol) in 1,2-dimethoxyethane (3.0 mL), 2 M Na2CO3 (438 μL, 0.88 mmol) was added. The reaction mixture was stirred and heated at 80° C. for 68 hours under N2 atmosphere. The reaction mixture was diluted with ethyl acetate (5 mL), dried over Na2SO4, filtered and evaporated... Starting materials: 2-(3-oxetane)butyl tosylate, C1CCOC1 (THF), C(C=C)S (allyl mercaptan), CCOCC (ether). The product is C(C)C1(COC1)CSCC=C (3-Ethyl-3-allylthiomethyloxetane). As a reaction SMILES: [CH2:1]1[CH2:5][O:4][CH2:3][CH2:2]1.[CH2:6]([SH:9])[CH:7]=[CH2:8].[CH3:10][CH2:11]OCC>>[CH2:10]([C:1]1([CH2:2][S:9][CH2:6][CH:7]=[CH2:8])[CH2:5][O:4][CH2:3]1)[CH3:11]. Procedure details: A solution of 2-(3-oxetane)butyl tosylate of example 3 in an inert solvent such as THF is stirred with one equivalent of allyl mercaptan at room temperature until reaction is complete. The solvent is stripped and the residue taken up in ether. The ether is washed with saturated aqueous NaHCO3, dried over MgSO4 and stripped to provide 3-ethyl-3-allythiomethyloxetane.